This data is from the Open Reaction Database (ORD), a public repository of structured organic reaction records. The task is: describe an organic reaction: reactants, conditions, products, and yield The reactants are Br, CCCn1c(=O)cc[nH]c1=O, [Na+], O=C([O-])O, O. The product is CCCn1c(=O)[nH]cc(O)c1=O. As a reaction SMILES: [Br:12].[CH2:1]([CH2:2][CH3:3])[n:4]1[c:5](=[O:11])[nH:6][cH:7][cH:8][c:9]1=[O:10].[Na+:17].[O-:13][C:14]([OH:15])=[O:16].[OH2:18]>>[CH2:1]([CH2:2][CH3:3])[n:4]1[c:5](=[O:11])[nH:6][cH:7][c:8]([OH:13])[c:9]1=[O:10]. The reactants are CC1(C(NC2=CC=C(C=C2C1)C(=O)OC)C1=CC(=CC=C1)S(=O)(=O)N1CCCC1)C (methyl 3,3-dimethyl-2-(3-(pyrrolidin-1-ylsulfonyl)phenyl)-1,2,3,4-tetrahydroquinoline-6-carboxylate), aqueous solution. Run in CO.O1CCCC1 (methanol tetrahydrofuran). Yields the product CC1(C(NC2=CC=C(C=C2C1)C(=O)O)C1=CC(=CC=C1)S(=O)(=O)N1CCCC1)C (3,3-dimethyl-2-(3-(pyrrolidin-1-ylsulfonyl)phenyl)-1,2,3,4-tetrahydroquinoline-6-carboxylic acid). Yield: 64.4%. RXN SMILES: [CH3:1][C:2]1([CH3:30])[CH2:11][C:10]2[C:5](=[CH:6][CH:7]=[C:8]([C:12]([O:14]C)=[O:13])[CH:9]=2)[NH:4][CH:3]1[C:16]1[CH:21]=[CH:20][CH:19]=[C:18]([S:22]([N:25]2[CH2:29][CH2:28][CH2:27][CH2:26]2)(=[O:24])=[O:23])[CH:17]=1>CO.O1CCCC1>[CH3:1][C:2]1([CH3:30])[CH2:11][C:10]2[C:5](=[CH:6][CH:7]=[C:8]([C:12]([OH:14])=[O:13])[CH:9]=2)[NH:4][CH:3]1[C:16]1[CH:21]=[CH:20][CH:19]=[C:18]([S:22]([N:25]2[CH2:29][CH2:28][CH2:27][CH2:26]2)(=[O:23])=[O:24])[CH:17]=1 |f:1.2|. Reported procedure: To a stirred solution of methyl 3,3-dimethyl-2-(3-(pyrrolidin-1-ylsulfonyl)phenyl)-1,2,3,4-tetrahydroquinoline-6-carboxylate (57 mg, 0.133 mmol) in methanol/tetrahydrofuran (2 mL/mL) was added 1M aqueous solution (2.0 mL, 2.0 mmol), LC-MS indicated that 2005467-009-01 was consumed. The mixture was concentrated and the residue was dissolved in water. The aqueous layer was basified to pH=4 with 1M hydrochloric acid solution. The precipitated solid was filtered, and dried to give 35.5 mg of 3,3-dim...